From a dataset of the Open Reaction Database (ORD), a public repository of structured organic reaction records. describe an organic reaction: reactants, conditions, products, and yield Starting materials: O=C(CCCCCBr)Nc1ccc(O)cc1, CC#N, Oc1ccc(NCCCCCCCl)cc1. The product is Oc1ccc(NCCCCCCBr)cc1. Reaction SMILES: [Br:1][CH2:2][CH2:3][CH2:4][CH2:5][CH2:6][C:7](=[O:8])[NH:9][c:10]1[cH:11][cH:12][c:13]([OH:16])[cH:14][cH:15]1.[CH3:32][C:33]#[N:34].[Cl:17][CH2:18][CH2:19][CH2:20][CH2:21][CH2:22][CH2:23][NH:24][c:25]1[cH:26][cH:27][c:28]([OH:29])[cH:30][cH:31]1>>[Br:1][CH2:2][CH2:3][CH2:4][CH2:5][CH2:6][CH2:7][NH:9][c:10]1[cH:11][cH:12][c:13]([OH:16])[cH:14][cH:15]1. The reactants are O (water), [H-].[Na+] (Sodium hydride), C(C)OP(=O)(OCC)CC(=O)OCC (ethyl diethylphosphonoacetate), C(C1=CC=CC=C1)OC=1C=C(CN2C=C(C(=C2)C2=CC=CC=C2)C=O)C=C(C1)OCC1=CC=CC=C1 (1-(3,5-dibenzyloxybenzyl)-4-phenylpyrrole-3-carbaldehyde). Solvent: O1CCCC1 (tetrahydrofuran), O1CCCC1 (tetrahydrofuran). Run at time 30 minute. Yields the product C(C1=CC=CC=C1)OC=1C=C(CN2C=C(C(=C2)C2=CC=CC=C2)/C=C/C(=O)OCC)C=C(C1)OCC1=CC=CC=C1 (ethyl (E)-3-[1-(3,5-dibenzyloxybenzyl)-4-phenyl-3-pyrrolyl]propenoate). The yield is 84.0%. As a reaction SMILES: [H-].[Na+].C(OP([CH2:11][C:12]([O:14][CH2:15][CH3:16])=[O:13])(OCC)=O)C.[CH2:17]([O:24][C:25]1[CH:26]=[C:27]([CH:42]=[C:43]([O:45][CH2:46][C:47]2[CH:52]=[CH:51][CH:50]=[CH:49][CH:48]=2)[CH:44]=1)[CH2:28][N:29]1[CH:33]=[C:32]([C:34]2[CH:39]=[CH:38][CH:37]=[CH:36][CH:35]=2)[C:31]([CH:40]=O)=[CH:30]1)[C:18]1[CH:23]=[CH:22][CH:21]=[CH:20][CH:19]=1.O>O1CCCC1>[CH2:46]([O:45][C:43]1[CH:42]=[C:27]([CH:26]=[C:25]([O:24][CH2:17][C:18]2[CH:23]=[CH:22][CH:21]=[CH:20][CH:19]=2)[CH:44]=1)[CH2:28][N:29]1[CH:33]=[C:32]([C:34]2[CH:39]=[CH:38][CH:37]=[CH:36][CH:35]=2)[C:31](/[CH:40]=[CH:11]/[C:12]([O:14][CH2:15][CH3:16])=[O:13])=[CH:30]1)[C:47]1[CH:48]=[CH:49][CH:50]=[CH:51][CH:52]=1 |f:0.1|. Procedure: Sodium hydride (60%, oily, 2.11 g) was added to a mixture of ethyl diethylphosphonoacetate (10.5 ml) and tetrahydrofuran (150 ml) at 0° C., which was stirred at room temperature for 30 minutes. A solution of 1-(3,5-dibenzyloxybenzyl)-4-phenylpyrrole-3-carbaldehyde (22.7 g) in tetrahydrofuran (20 ml) was slowly added to the mixture, which was stirred at room temperature for 1 hour. The reaction mixture was poured into water, which was extracted with ethyl acetate. The ethyl acetate layer was wash... Reactants: C([O-])([O-])=O.[K+].[K+] (potassium carbonate), N1C=C(C2=CC=CC=C12)C(=O)OCC1CC2CCCCN2CC1 (Quinolizidin-2-ylmethyl 1H-indole-3-carboxylate), ClN1C(CCC1=O)=O (N-chlorosuccinimide), BrCCCO (3-bromo-1-propanol). The solvent is CC(=O)C (acetone). Product: C1C(CCN2CCCCC12)COC(=O)C1=C2N(C=3C=CC=CC13)CCCO2 (Quinolizidin-2-ylmethyl-3,4-dihydro-2H-[1,3]oxazino[3,2-a]indole-10-carboxylate). Yield: 51.0%. Reaction SMILES: [NH:1]1[C:9]2[C:4](=[CH:5][CH:6]=[CH:7][CH:8]=2)[C:3]([C:10]([O:12][CH2:13][CH:14]2[CH2:23][CH2:22][N:21]3[CH:16]([CH2:17][CH2:18][CH2:19][CH2:20]3)[CH2:15]2)=[O:11])=[CH:2]1.ClN1[C:29](=[O:30])[CH2:28][CH2:27]C1=O.BrCCCO.C(=O)([O-])[O-].[K+].[K+]>CC(C)=O>[CH2:15]1[CH:16]2[N:21]([CH2:20][CH2:19][CH2:18][CH2:17]2)[CH2:22][CH2:23][CH:14]1[CH2:13][O:12][C:10]([C:3]1[C:4]2[CH:5]=[CH:6][CH:7]=[CH:8][C:9]=2[N:1]2[CH2:27][CH2:28][CH2:29][O:30][C:2]=12)=[O:11] |f:3.4.5|. Procedure details: eq-Quinolizidin-2-ylmethyl 1H-indole-3-carboxylate was treated initially with N-chlorosuccinimide (1.5 equivalents) for 2 h, then with 3-bromo-1-propanol (2 equivalents) for 16 h, followed by anhydrous potassium carbonate in acetone, using the method described in Example 1b. The crude product was purified using the same chromatography conditions as in Example 1b to afford the title compound as a colourless oil (51%). This was converted to its hydrochloride salt and crystallised from acetone mp 1... The reactants are COC1=CC(=C(N)C=C1)C (4-Methoxy-2-methylaniline), C(C)OC=C(C(=O)OCC)C(=O)OCC (diethyl ethoxymethylenemalonate). Yields the product C(C)OC(=O)C1=CNC2=C(C=C(C=C2C1=O)OC)C (3-ethoxycarbonyl-6-methoxy-8-methyl-4(1H)-quinolone). Yield: 59.5%. As a reaction SMILES: [CH3:1][O:2][C:3]1[CH:9]=[CH:8][C:6]([NH2:7])=[C:5]([CH3:10])[CH:4]=1.C([O:13][CH:14]=[C:15]([C:21](OCC)=O)[C:16]([O:18][CH2:19][CH3:20])=[O:17])C>>[CH2:19]([O:18][C:16]([C:15]1[C:14](=[O:13])[C:8]2[C:6](=[C:5]([CH3:10])[CH:4]=[C:3]([O:2][CH3:1])[CH:9]=2)[NH:7][CH:21]=1)=[O:17])[CH3:20]. Reported procedure: 4-Methoxy-2-methylaniline (3.0 g) and diethyl ethoxymethylenemalonate (5.7 g) were reacted in the same manner as in Experimental Example 1 to obtain 3-ethoxycarbonyl-6-methoxy-8-methyl-4(1H)-quinolone (3.4 g). The compound (2.0 g) was subjected to hydrolysis and decarboxylation in the same manner as in Experimental Example 2 to obtain 6-methoxy-8-methyl-4(1H)-quinolone (compound 20, 0.7 g). Reactants: COc1ccc(C[N-]C(=O)CC#N)cc1OC, C1CCNCC1, CCO, Cl, O, O=CC=Cc1ccc(O)c(O)c1. The product is COc1ccc(CNC(=O)C(C#N)=CC=Cc2ccc(O)c(O)c2)cc1OC. As a reaction SMILES: [C:13](#[N:14])[CH2:15][C:16](=[O:17])[N-:18][CH2:19][c:20]1[cH:21][c:22]([O:28][CH3:29])[c:23]([O:26][CH3:27])[cH:24][cH:25]1.[CH2:30]1[CH2:31][CH2:32][NH:33][CH2:34][CH2:35]1.[CH3:37][CH2:38][OH:39].[ClH:36].[OH2:40].[OH:1][c:2]1[cH:3][c:4]([CH:5]=[CH:6][CH:7]=[O:8])[cH:9][cH:10][c:11]1[OH:12]>>[OH:1][c:2]1[cH:3][c:4]([CH:5]=[CH:6][CH:7]=[C:15]([C:13]#[N:14])[C:16](=[O:17])[NH:18][CH2:19][c:20]2[cH:21][c:22]([O:28][CH3:29])[c:23]([O:26][CH3:27])[cH:24][cH:25]2)[cH:9][cH:10][c:11]1[OH:12]. The reactants are O=C(NC(Cc1ccccc1)C(O)CNC(=O)C1CCCN1c1ccccc1)OCc1ccccc1, CCO. The product is NC(Cc1ccccc1)C(O)CNC(=O)C1CCCN1c1ccccc1. As a reaction SMILES: [CH2:1]([O:2][C:3](=[O:4])[NH:11][CH:12]([CH:13]([CH2:14][NH:15][C:16]([CH:17]1[N:18]([c:22]2[cH:23][cH:24][cH:25][cH:26][cH:27]2)[CH2:19][CH2:20][CH2:21]1)=[O:28])[OH:29])[CH2:30][c:31]1[cH:32][cH:33][cH:34][cH:35][cH:36]1)[c:5]1[cH:6][cH:7][cH:8][cH:9][cH:10]1.[CH3:37][CH2:38][OH:39]>>[NH2:11][CH:12]([CH:13]([CH2:14][NH:15][C:16]([CH:17]1[N:18]([c:22]2[cH:23][cH:24][cH:25][cH:26][cH:27]2)[CH2:19][CH2:20][CH2:21]1)=[O:28])[OH:29])[CH2:30][c:31]1[cH:32][cH:33][cH:34][cH:35][cH:36]1.